From a dataset of the Open Reaction Database (ORD), a public repository of structured organic reaction records. describe an organic reaction: reactants, conditions, products, and yield Starting materials: CC1=C(C(=CC=C1)C)NC(C1=CC=C(C=C1)SC)=O (N-(2,6-dimethylphenyl)-4-(methylthio)benzamide), ClC=1C=C(C(=O)OO)C=CC1 (m-chloroperoxybenzoic acid). The solvent is C(Cl)(Cl)Cl (chloroform), C(Cl)(Cl)Cl (chloroform). Reaction conditions: temperature 0 celsius, time 1 hour. Product: CC1=C(C(=CC=C1)C)NC(C1=CC=C(C=C1)S(=O)C)=O (N-(2,6-dimethylphenyl)-4-(methylsulfinyl)benzamide). Yield: 59.0%. As a reaction SMILES: [CH3:1][C:2]1[CH:7]=[CH:6][CH:5]=[C:4]([CH3:8])[C:3]=1[NH:9][C:10](=[O:19])[C:11]1[CH:16]=[CH:15][C:14]([S:17][CH3:18])=[CH:13][CH:12]=1.ClC1C=C(C=CC=1)C(OO)=[O:25]>C(Cl)(Cl)Cl>[CH3:8][C:4]1[CH:5]=[CH:6][CH:7]=[C:2]([CH3:1])[C:3]=1[NH:9][C:10](=[O:19])[C:11]1[CH:12]=[CH:13][C:14]([S:17]([CH3:18])=[O:25])=[CH:15][CH:16]=1. Reported procedure: Ten grams of N-(2,6-dimethylphenyl)-4-(methylthio)benzamide were dissolved in a small volume of chloroform and chilled to 0° C. A solution of 7.9 g of m-chloroperoxybenzoic acid in chloroform was added in dropwise fashion. The reaction was stirred at room temperature for 1 hour, washed with a sodium bicarbonate solution, water, and a saturated chloride solution, dried over sodium sulfate and evaporated in vacuo. The resulting foam was chromatographed over silica gel eluting with an ethyl acetate... Reactants: 20, [F-].[K+] (potassium fluoride), ClC=1C=C2C(C(=O)OC2=O)=CC1 (4-chlorophthalic anhydride), Carbowax. Reagents/catalysts: m-peg 2000. Reaction conditions: temperature 220 celsius. The product is FC=1C=C2C(C(=O)OC2=O)=CC1 (4-fluorophthalic anhydride). RXN SMILES: [F-:1].[K+].Cl[C:4]1[CH:5]=[C:6]2[C:11](=[O:12])[O:10][C:8](=[O:9])[C:7]2=[CH:13][CH:14]=1>>[F:1][C:4]1[CH:5]=[C:6]2[C:11](=[O:12])[O:10][C:8](=[O:9])[C:7]2=[CH:13][CH:14]=1 |f:0.1|. Procedure details: A mixture of 20 parts of anhydrous potassium fluoride, 20 parts of 4-chlorophthalic anhydride and 2 parts of Carbowax® m-peg 2000 catalyst was charged to a reaction vessel and heated at 220° C. for about 18 hours. The product was removed by distillation, then recrystallized from a chloroform-hexane solution to yield 8.13 parts of 4-fluorophthalic anhydride having a melting point of 76°-78° C. Following the procedure of Example 3B, the fluorophthalic anhydride is reacted with ammonia to yield the...